From a dataset of the Open Reaction Database (ORD), a public repository of structured organic reaction records. describe an organic reaction: reactants, conditions, products, and yield Starting materials: ferric chloride, C1=CC=C(C=C1)NC2=CC=C(C=C2)NC3=CC=C(C=C3)NC4=CC=C(C=C4)N (tetraaniline), C1=CC=C(C=C1)NC2=CC=C(C=C2)NC3=CC=C(C=C3)NC4=CC=C(C=C4)N (tetraaniline), Ferric chloride hexahydrate, Example 3, C1=CC(=CC=C1N)NC2=CC=C(C=C2)NC3=CC=C(C=C3)N (leucoemeraldine). Run in Cl (HCl), Cl (HCl). Reaction conditions: time 0.5 hour. Yields the product C1=CC(=CC=C1N)NC2=CC=C(C=C2)NC3=CC=C(C=C3)NC4=CC=C(C=C4)NC5=CC=C(C=C5)NC6=CC=C(C=C6)NC7=CC=C(C=C7)NC8=CC=C(C=C8)N (Octaaniline). RXN SMILES: [CH:1]1[CH:6]=[CH:5][C:4]([NH:7][C:8]2[CH:13]=[CH:12][C:11]([NH:14][C:15]3[CH:20]=[CH:19][C:18]([NH:21][C:22]4[CH:27]=[CH:26][C:25]([NH2:28])=[CH:24][CH:23]=4)=[CH:17][CH:16]=3)=[CH:10][CH:9]=2)=[CH:3][CH:2]=1.[CH:29]1[C:34]([NH2:35])=[CH:33][CH:32]=[C:31]([NH:36][C:37]2[CH:42]=[CH:41][C:40]([NH:43][C:44]3[CH:49]=[CH:48][C:47]([NH2:50])=[CH:46][CH:45]=3)=[CH:39][CH:38]=2)[CH:30]=1>Cl>[CH:26]1[C:25]([NH2:28])=[CH:24][CH:23]=[C:22]([NH:21][C:18]2[CH:19]=[CH:20][C:15]([NH:14][C:11]3[CH:10]=[CH:9][C:8]([NH:7][C:4]4[CH:5]=[CH:6][C:1]([NH:35][C:34]5[CH:29]=[CH:30][C:31]([NH:36][C:37]6[CH:42]=[CH:41][C:40]([NH:43][C:44]7[CH:49]=[CH:48][C:47]([NH:50][C:1]8[CH:6]=[CH:5][C:4]([NH2:7])=[CH:3][CH:2]=8)=[CH:46][CH:45]=7)=[CH:39][CH:38]=6)=[CH:32][CH:33]=5)=[CH:2][CH:3]=4)=[CH:13][CH:12]=3)=[CH:16][CH:17]=2)[CH:27]=1. Procedure details: Ferric chloride hexahydrate 5.4 g (0.02 mole) was dissolved in 20 ml 0.1 M HCl at room temperature. The tetraaniline in the leucoemeraldine oxidation state from Example 3 above 3.66 g (0.01 mole) was suspended in 250 ml 0.1 M HCl solution with magnetic stirring for 0.5 hours at room temperature. The ferric chloride solution was added very quickly (within 1~2 seconds) to the tetraaniline suspension with strong stirring. The suspension was then stirred magnetically for 2 hours. The reaction mixtur...